Dataset: the Open Reaction Database (ORD), a public repository of structured organic reaction records. Task: describe an organic reaction: reactants, conditions, products, and yield The reactants are C1(CC1)C=1C(=CC(=NC1)C(=O)O)OCC1CC1 (5-Cyclopropyl-4-cyclopropylmethoxy-pyridine-2-carboxylic acid), Cl.S1C(=NC=C1)C1(COC1)N (3-(thiazol-2-yl)oxetan-3-amine hydrochloride). The product is S1C(=NC=C1)C1(COC1)NC(=O)C1=NC=C(C(=C1)OCC1CC1)C1CC1 (5-Cyclopropyl-4-cyclopropylmethoxy-pyridine-2-carboxylic acid (3-thiazol-2-yl-oxetan-3-yl)-amide). RXN SMILES: [CH:1]1([C:4]2[C:5]([O:13][CH2:14][CH:15]3[CH2:17][CH2:16]3)=[CH:6][C:7]([C:10]([OH:12])=O)=[N:8][CH:9]=2)[CH2:3][CH2:2]1.Cl.[S:19]1[CH:23]=[CH:22][N:21]=[C:20]1[C:24]1([NH2:28])[CH2:27][O:26][CH2:25]1>>[S:19]1[CH:23]=[CH:22][N:21]=[C:20]1[C:24]1([NH:28][C:10]([C:7]2[CH:6]=[C:5]([O:13][CH2:14][CH:15]3[CH2:17][CH2:16]3)[C:4]([CH:1]3[CH2:2][CH2:3]3)=[CH:9][N:8]=2)=[O:12])[CH2:27][O:26][CH2:25]1 |f:1.2|. Procedure details: The title compound was synthesized in analogy to Example 24d, using 5-Cyclopropyl-4-cyclopropylmethoxy-pyridine-2-carboxylic acid (Example 42c) and 3-(thiazol-2-yl)oxetan-3-amine hydrochloride (Example 32b) as starting materials and isolated (16 mg, 29%) as colorless oil; MS (ESI, m/z): 372.2 (M+H+). Reactants: B, COC(=O)c1ccc(C#N)cc1[N+](=O)[O-], C1CCOC1, CO, Cl. The product is COC(=O)c1ccc(C[NH3+])cc1[N+](=O)[O-], [Cl-]. As a reaction SMILES: [BH3:1].[C:2](#[N:3])[c:4]1[cH:5][c:6]([N+:14](=[O:15])[O-:16])[c:7]([C:8](=[O:9])[O:10][CH3:11])[cH:12][cH:13]1.[CH2:20]1[O:21][CH2:22][CH2:23][CH2:24]1.[CH3:17][OH:18].[ClH:19]>>[CH2:2]([NH3+:3])[c:4]1[cH:5][c:6]([N+:14](=[O:15])[O-:16])[c:7]([C:8](=[O:9])[O:10][CH3:11])[cH:12][cH:13]1.[Cl-:19]. As a reaction SMILES: C[O:2][C:3](=[O:23])[C:4](=[O:22])[C:5]1[CH:10]=[CH:9][C:8]([O:11][CH2:12][CH2:13][CH2:14][CH2:15][C:16]2[CH:17]=[N:18][CH:19]=[CH:20][CH:21]=2)=[CH:7][CH:6]=1.[OH-].[Na+]>CO.O>[O:22]=[C:4]([C:5]1[CH:6]=[CH:7][C:8]([O:11][CH2:12][CH2:13][CH2:14][CH2:15][C:16]2[CH:17]=[N:18][CH:19]=[CH:20][CH:21]=2)=[CH:9][CH:10]=1)[C:3]([OH:23])=[O:2] |f:1.2|. Yields the product O=C(C(=O)O)C1=CC=C(C=C1)OCCCCC=1C=NC=CC1 (alpha-oxo-4-[4-(3-pyridinyl)butoxy]benzeneacetic acid). Procedure: A mixture of alpha-oxo-4-[4-(3-pyridinyl)butoxy]benzeneacetic acid methyl ester (4:1) molar hydrate (1.1 g) in hot methanol (10 mL) was treated with 1N sodium hydroxide (5 mL) and diluted with water. The organic solvent was removed under vacuum and the residue in water was washed with diethyl ether. The aqueous layer was concentrated to about 25 mL and chilled in ice. Cold 2N hydrochloric acid (2.5 mL) was added dropwise and the product was allowed to crystallize and was filtered and air dried. ... Run in O (water), CO (methanol). Reactants: COC(C(C1=CC=C(C=C1)OCCCCC=1C=NC=CC1)=O)=O (alpha-oxo-4-[4-(3-pyridinyl)butoxy]benzeneacetic acid methyl ester), hydrate, [OH-].[Na+] (sodium hydroxide). Reactants: N1N=CC2=C(C=CC=C12)CC(=O)NC=1SC(=C(N1)C)C(=O)N[C@H](C(=O)O)CNC(=O)C=1SC=CC1 ((S)-2-{[2-(2-1H-Indazol-4-yl-acetylamino)-4-methyl-thiazole-5-carbonyl]-amino}-3-[(thiophene-2-carbonyl)-amino]-propionic acid), CC(CCO)(C)C (3,3-dimethyl-1-butanol), O.C1(=CC=C(C=C1)S(=O)(=O)O)C (p-toluenesulfonic acid monohydrate). Reaction conditions: temperature 100 celsius. Yields the product CC(CCOC([C@H](CNC(=O)C=1SC=CC1)NC(=O)C1=C(N=C(S1)NC(CC1=C2C=NNC2=CC=C1)=O)C)=O)(C)C ((S)-2-{[2-(2-1H-Indazol-4-yl-acetylamino)-4-methyl-thiazole-5-carbonyl]-amino}-3-[(thiophene-2-carbonyl)-amino]propionic acid 3,3-dimethyl-butyl ester). Yield: 35.9%. As a reaction SMILES: [NH:1]1[C:9]2[C:4](=[C:5]([CH2:10][C:11]([NH:13][C:14]3[S:15][C:16]([C:20]([NH:22][C@@H:23]([CH2:27][NH:28][C:29]([C:31]4[S:32][CH:33]=[CH:34][CH:35]=4)=[O:30])[C:24]([OH:26])=[O:25])=[O:21])=[C:17]([CH3:19])[N:18]=3)=[O:12])[CH:6]=[CH:7][CH:8]=2)[CH:3]=[N:2]1.[CH3:36][C:37]([CH3:42])([CH3:41])[CH2:38][CH2:39]O.O.C1(C)C=CC(S(O)(=O)=O)=CC=1>>[CH3:36][C:37]([CH3:42])([CH3:41])[CH2:38][CH2:39][O:25][C:24](=[O:26])[C@@H:23]([NH:22][C:20]([C:16]1[S:15][C:14]([NH:13][C:11](=[O:12])[CH2:10][C:5]2[CH:6]=[CH:7][CH:8]=[C:9]3[C:4]=2[CH:3]=[N:2][NH:1]3)=[N:18][C:17]=1[CH3:19])=[O:21])[CH2:27][NH:28][C:29]([C:31]1[S:32][CH:33]=[CH:34][CH:35]=1)=[O:30] |f:2.3|. Procedure: A mixture of the (S)-2-{[2-(2-1H-Indazol-4-yl-acetylamino)-4-methyl-thiazole-5-carbonyl]-amino}-3-[(thiophene-2-carbonyl)-amino]-propionic acid (75.3 mg, 0.147 mmole), 3,3-dimethyl-1-butanol (1 mL, 8.054 mmol) and p-toluenesulfonic acid monohydrate (14.1 mg, 0.0741 mmol) was heated at 100° C. for 2½ hours. The reaction is cooled, neutralized and extracted with ethyl acetate (3×15 mL). The organic layers were combined, washed with brine (50 mL), dried over MgSO4, filtered and concentrated under r... Starting materials: NC1=NC=CC(=C1[N+](=O)[O-])C (2-amino-4-methyl-3-nitropyridine), ClN1C(CCC1=O)=O (N-chlorosuccinimide). The product is NC1=NC=C(C(=C1[N+](=O)[O-])C)Cl (2-Amino-5-chloro-4-methyl-3-nitropyridine). Yield: 75.1%. RXN SMILES: [NH2:1][C:2]1[C:7]([N+:8]([O-:10])=[O:9])=[C:6]([CH3:11])[CH:5]=[CH:4][N:3]=1.[Cl:12]N1C(=O)CCC1=O>>[NH2:1][C:2]1[C:7]([N+:8]([O-:10])=[O:9])=[C:6]([CH3:11])[C:5]([Cl:12])=[CH:4][N:3]=1. Procedure: 2-Amino-3-(6-chloro-3-methoxy-7-methyl-2H-pyrazolo[4,3-b]pyridin-2-yl)-2-methyl propionitrile (26 mg) was prepared using a procedure similar to that described in Example 1, part b, except starting from 1-(6-chloro-3-methoxy-7-methyl-2H-pyrazolo[4,3-b]pyridin-2-yl)propan-2-one (78 mg). 1-(6-Chloro-3-methoxy-7-methyl-2H-pyrazolo[4,3-b]pyridin-2-yl)propan-2-one was prepared using a procedure similar to that described in Example 105 part a to d except using 5-chloro-4-methyl-3-nitropyridine-2-carbox... Conditions: time 3 hour. Yields the product CC1=NNC=2CC(CC(C12)=O)(C)C (3,6,6-Trimethyl-4-oxo-4,5,6,7-tetrahydro-1H-indazole). Solvent: C(C)O (ethanol). Reported procedure: A mixture of 2-acetyl-5,5-dimethyl-cyclohexane-1,3-dione (2 g, 11.04 mmol), prepared as described in example 2, and hydrazine hydrate (1.66 ml, 33.13 mmol) in ethanol (25 ml) was stirred at room temperature for about 3 hours and then the solvent was evaporated. The residue was dissolved in dichloromethane, washed with water and brine, dried over sodium sulfate and evaporated. The title compound was obtained after chromatography on silica gel (dichloromethane:methanol=95:5) as a colourless solid ... RXN SMILES: [C:1]([CH:4]1[C:9](=[O:10])[CH2:8][C:7]([CH3:12])([CH3:11])[CH2:6][C:5]1=O)(=O)[CH3:2].O.[NH2:15][NH2:16]>C(O)C>[CH3:2][C:1]1[C:4]2[C:9](=[O:10])[CH2:8][C:7]([CH3:12])([CH3:11])[CH2:6][C:5]=2[NH:16][N:15]=1 |f:1.2|. Reactants: C(C)(=O)C1C(CC(CC1=O)(C)C)=O (2-acetyl-5,5-dimethyl-cyclohexane-1,3-dione), O.NN (hydrazine hydrate). Reactants: CCCC[Sn](CI)(CCCC)CCCC, C1CCOC1, I, CC(C)=CCCC(C)=CCCC(C)=CCO. The product is CCCC[Sn](CCCC)(CCCC)COCC=C(C)CCC=C(C)CCC=C(C)C. Reaction SMILES: [CH2:18]([CH2:19][CH2:20][CH3:21])[Sn:22]([CH2:23][I:24])([CH2:25][CH2:26][CH2:27][CH3:28])[CH2:29][CH2:30][CH2:31][CH3:32].[CH2:33]1[O:34][CH2:35][CH2:36][CH2:37]1.[I:1].[OH:2][CH2:3][CH:4]=[C:5]([CH3:6])[CH2:7][CH2:8][CH:9]=[C:10]([CH3:11])[CH2:12][CH2:13][CH:14]=[C:15]([CH3:16])[CH3:17]>>[O:2]([CH2:3][CH:4]=[C:5]([CH3:6])[CH2:7][CH2:8][CH:9]=[C:10]([CH3:11])[CH2:12][CH2:13][CH:14]=[C:15]([CH3:16])[CH3:17])[CH2:23][Sn:22]([CH2:18][CH2:19][CH2:20][CH3:21])([CH2:25][CH2:26][CH2:27][CH3:28])[CH2:29][CH2:30][CH2:31][CH3:32]. Reactants: C1CCOC1, O=C([O-])Cl, O=C(Cl)OCCOc1ccc(C(=O)c2ccccc2)c(O)c1, NN. Product: NNC(=O)OCCOc1ccc(C(=O)c2ccccc2)c(O)c1. Reaction SMILES: [CH2:29]1[O:30][CH2:31][CH2:32][CH2:33]1.[Cl:25][C:26]([O-:27])=[O:28].[Cl:3][C:4](=[O:5])[O:6][CH2:7][CH2:8][O:9][c:10]1[cH:11][c:12]([OH:24])[c:13]([C:16]([c:17]2[cH:18][cH:19][cH:20][cH:21][cH:22]2)=[O:23])[cH:14][cH:15]1.[NH2:1][NH2:2]>>[NH:1]([NH2:2])[C:4](=[O:5])[O:6][CH2:7][CH2:8][O:9][c:10]1[cH:11][c:12]([OH:24])[c:13]([C:16]([c:17]2[cH:18][cH:19][cH:20][cH:21][cH:22]2)=[O:23])[cH:14][cH:15]1. Starting materials: [Al], O=C1CCC(=O)N1Br, CC(C)(OCCO)c1ccccc1, ClCCl, c1ccc(P(c2ccccc2)c2ccccc2)cc1. The product is CC(C)(OCCBr)c1ccccc1. RXN SMILES: [Al:44].[Br:1][N:2]1[C:3](=[O:4])[CH2:5][CH2:6][C:7]1=[O:8].[CH3:28][C:29]([CH3:30])([c:31]1[cH:32][cH:33][cH:34][cH:35][cH:36]1)[O:37][CH2:38][CH2:39][OH:40].[Cl:41][CH2:42][Cl:43].[c:9]1([P:10]([c:11]2[cH:12][cH:13][cH:14][cH:15][cH:16]2)[c:17]2[cH:18][cH:19][cH:20][cH:21][cH:22]2)[cH:23][cH:24][cH:25][cH:26][cH:27]1>>[Br:1][CH2:39][CH2:38][O:37][C:29]([CH3:28])([CH3:30])[c:31]1[cH:32][cH:33][cH:34][cH:35][cH:36]1. The reactants are C1CCOC1, CCOC(C)=O, N#CCc1cc(F)c2c(c1)OCCO2, [H-], [Na+], O. The product is CC(=O)C(C#N)c1cc(F)c2c(c1)OCCO2. As a reaction SMILES: [CH2:24]1[O:25][CH2:26][CH2:27][CH2:28]1.[CH3:17][CH2:18][O:19][C:20](=[O:21])[CH3:22].[F:1][c:2]1[cH:3][c:4]([CH2:12][C:13]#[N:14])[cH:5][c:6]2[c:7]1[O:8][CH2:9][CH2:10][O:11]2.[H-:15].[Na+:16].[OH2:23]>>[F:1][c:2]1[cH:3][c:4]([CH:12]([C:13]#[N:14])[C:18]([CH3:17])=[O:19])[cH:5][c:6]2[c:7]1[O:8][CH2:9][CH2:10][O:11]2.